From a dataset of the Open Reaction Database (ORD), a public repository of structured organic reaction records. describe an organic reaction: reactants, conditions, products, and yield The reactants are C=CCC(NC(=O)OC(C)(C)C)C(=O)N1CCN(Cc2ccccc2)CC1C=C, Cc1ccccc1. Yields the product CC(C)(C)OC(=O)NC1CC=CC2CN(Cc3ccccc3)CCN2C1=O. RXN SMILES: [CH2:1]([c:2]1[cH:3][cH:4][cH:5][cH:6][cH:7]1)[N:8]1[CH2:9][CH:10]([CH:28]=[CH2:29])[N:11]([C:14](=[O:15])[CH:16]([CH2:17][CH:18]=[CH2:19])[NH:20][C:21]([O:22][C:23]([CH3:24])([CH3:25])[CH3:26])=[O:27])[CH2:12][CH2:13]1.[CH3:30][c:31]1[cH:32][cH:33][cH:34][cH:35][cH:36]1>>[CH2:1]([c:2]1[cH:3][cH:4][cH:5][cH:6][cH:7]1)[N:8]1[CH2:9][CH:10]2[N:11]([CH2:12][CH2:13]1)[C:14](=[O:15])[CH:16]([NH:20][C:21]([O:22][C:23]([CH3:24])([CH3:25])[CH3:26])=[O:27])[CH2:17][CH:18]=[CH:28]2.